Dataset: the Open Reaction Database (ORD), a public repository of structured organic reaction records. Task: describe an organic reaction: reactants, conditions, products, and yield Starting materials: COC1(OC)CC(c2cc(N)n(C(C)(C)C)n2)C1, CCOC(=O)C(C)(C)c1ccccn1, C[Al](C)C, CCCCCCC, [Cl-], ClCCl, [NH4+]. Yields the product COC1(OC)CC(c2cc(NC(=O)C(C)(C)c3ccccn3)n(C(C)(C)C)n2)C1. RXN SMILES: [C:5]([CH3:6])([CH3:7])([CH3:8])[n:9]1[n:10][c:11]([CH:15]2[CH2:16][C:17]([O:19][CH3:20])([O:21][CH3:22])[CH2:18]2)[cH:12][c:13]1[NH2:14].[CH2:23]([O:25][C:26](=[O:24])[C:27]([CH3:28])([c:29]1[n:30][cH:31][cH:32][cH:33][cH:34]1)[CH3:35])[CH3:36].[CH3:1][Al:2]([CH3:3])[CH3:4].[CH3:39][CH2:40][CH2:41][CH2:42][CH2:43][CH2:44][CH3:45].[Cl-:37].[Cl:46][CH2:47][Cl:48].[NH4+:38]>>[C:5]([CH3:6])([CH3:7])([CH3:8])[n:9]1[n:10][c:11]([CH:15]2[CH2:16][C:17]([O:19][CH3:20])([O:21][CH3:22])[CH2:18]2)[cH:12][c:13]1[NH:14][C:26](=[O:25])[C:27]([CH3:28])([c:29]1[n:30][cH:31][cH:32][cH:33][cH:34]1)[CH3:35].